From a dataset of the Open Reaction Database (ORD), a public repository of structured organic reaction records. describe an organic reaction: reactants, conditions, products, and yield Reactants: COC(=O)CCC1(C)CCc2cc(O)c3c(c2O1)C1CCC3C1, CCOC(C)=O, Cl, [Na+], C1COCCO1, [OH-], O. Yields the product CC1(CCC(=O)O)CCc2cc(O)c3c(c2O1)C1CCC3C1. RXN SMILES: [CH3:1][O:2][C:3]([CH2:4][CH2:5][C:6]1([CH3:22])[O:7][c:8]2[c:9]3[c:10]([c:11]([OH:16])[cH:12][c:13]2[CH2:14][CH2:15]1)[CH:17]1[CH2:18][CH2:19][CH:20]3[CH2:21]1)=[O:23].[CH3:33][CH2:34][O:35][C:36](=[O:37])[CH3:38].[ClH:32].[Na+:25].[O:26]1[CH2:27][CH2:28][O:29][CH2:30][CH2:31]1.[OH-:24].[OH2:39]>>[O:2]=[C:3]([CH2:4][CH2:5][C:6]1([CH3:22])[O:7][c:8]2[c:9]3[c:10]([c:11]([OH:16])[cH:12][c:13]2[CH2:14][CH2:15]1)[CH:17]1[CH2:18][CH2:19][CH:20]3[CH2:21]1)[OH:23]. The reactants are [OH-].[Na+] (sodium hydroxide), CC1=NNC(=N1)C (3,5-dimethyl-1,2,4-triazole), BrCCCCCCCCCC (1-bromodecane). Run in O (water), O (water), CN(C=O)C (dimethylformamide). Run at temperature 120 celsius. The product is C(CCCCCCCCC)N1N=C(N=C1C)C (1-decyl-3,5-dimethyl-1,2,4-triazole). RXN SMILES: [CH3:1][C:2]1[N:6]=[C:5]([CH3:7])[NH:4][N:3]=1.Br[CH2:9][CH2:10][CH2:11][CH2:12][CH2:13][CH2:14][CH2:15][CH2:16][CH2:17][CH3:18].[OH-].[Na+]>CN(C)C=O.O>[CH2:9]([N:3]1[C:2]([CH3:1])=[N:6][C:5]([CH3:7])=[N:4]1)[CH2:10][CH2:11][CH2:12][CH2:13][CH2:14][CH2:15][CH2:16][CH2:17][CH3:18] |f:2.3|. Procedure: A mixture of 3,5-dimethyl-1,2,4-triazole (6.0 parts; 0.062 mol ex (b) above) and 1-bromodecane (14.4 parts; 0.065 mol) in dimethylformamide (16 ml) was heated together at 120° C. for 23 hours. The cooled reaction mixture was diluted with water (100 ml), a solution of sodium hydroxide (2.62 parts; 0.065 mol) in water (100 ml) added, and the product extracted into ether (3×50 ml). After drying over magnesium sulphate the solution was evaporated to yield a pale yellow oil (3.3 parts; 22% theory).